This data is from the Open Reaction Database (ORD), a public repository of structured organic reaction records. The task is: describe an organic reaction: reactants, conditions, products, and yield Reactants: [BH4-], CCOC(=O)C(Cc1ccc(C(C)(C)C)cc1)C(=O)c1ccc(F)cc1, CCOC(C)=O, [Cl-], [Cl-], Cl, [Na+], [Zn+2]. The product is CCOC(=O)C(Cc1ccc(C(C)(C)C)cc1)C(O)c1ccc(F)cc1. Reaction SMILES: [BH4-:1].[C:3]([CH3:4])([CH3:5])([CH3:6])[c:7]1[cH:8][cH:9][c:10]([CH2:11][CH:12]([C:13](=[O:14])[O:15][CH2:16][CH3:17])[C:18](=[O:19])[c:20]2[cH:21][cH:22][c:23]([F:26])[cH:24][cH:25]2)[cH:27][cH:28]1.[CH3:30][CH2:31][O:32][C:33](=[O:34])[CH3:35].[Cl-:36].[Cl-:38].[ClH:29].[Na+:2].[Zn+2:37]>>[C:3]([CH3:4])([CH3:5])([CH3:6])[c:7]1[cH:8][cH:9][c:10]([CH2:11][CH:12]([C:13](=[O:14])[O:15][CH2:16][CH3:17])[CH:18]([OH:19])[c:20]2[cH:21][cH:22][c:23]([F:26])[cH:24][cH:25]2)[cH:27][cH:28]1.